This data is from the Open Reaction Database (ORD), a public repository of structured organic reaction records. The task is: describe an organic reaction: reactants, conditions, products, and yield Product: CN(C(=O)c1ccc(Cl)cc1)C1CCN(S(C)(=O)=O)CC1c1ccc(Cl)c(Cl)c1. The reactants are CS(=O)(=O)Cl, CN(C(=O)c1ccc(Cl)cc1)C1CCNCC1c1ccc(Cl)c(Cl)c1, Cl. As a reaction SMILES: [CH3:27][S:28](=[O:29])(=[O:30])[Cl:31].[Cl:2][c:3]1[cH:4][cH:5][c:6]([C:7](=[O:8])[N:9]([CH3:10])[CH:11]2[CH:12]([c:17]3[cH:18][c:19]([Cl:24])[c:20]([Cl:23])[cH:21][cH:22]3)[CH2:13][NH:14][CH2:15][CH2:16]2)[cH:25][cH:26]1.[ClH:1]>>[Cl:2][c:3]1[cH:4][cH:5][c:6]([C:7](=[O:8])[N:9]([CH3:10])[CH:11]2[CH:12]([c:17]3[cH:18][c:19]([Cl:24])[c:20]([Cl:23])[cH:21][cH:22]3)[CH2:13][N:14]([S:28]([CH3:27])(=[O:29])=[O:30])[CH2:15][CH2:16]2)[cH:25][cH:26]1. Reactants: CO, Cc1cccc(C)c1CNc1cccn2c(C)c(CCl)nc12. Yields the product COCc1nc2c(NCc3c(C)cccc3C)cccn2c1C. RXN SMILES: [CH3:23][OH:24].[Cl:1][CH2:2][c:3]1[n:4][c:5]2[n:6]([cH:7][cH:8][cH:9][c:10]2[NH:11][CH2:12][c:13]2[c:14]([CH3:20])[cH:15][cH:16][cH:17][c:18]2[CH3:19])[c:21]1[CH3:22]>>[CH2:2]([c:3]1[n:4][c:5]2[n:6]([cH:7][cH:8][cH:9][c:10]2[NH:11][CH2:12][c:13]2[c:14]([CH3:20])[cH:15][cH:16][cH:17][c:18]2[CH3:19])[c:21]1[CH3:22])[O:24][CH3:23].